From a dataset of the Open Reaction Database (ORD), a public repository of structured organic reaction records. describe an organic reaction: reactants, conditions, products, and yield The reactants are [Cl-].NC1=[N+](C=CC=C1)CSC1=C(C=CC=C1)Br (2-amino-1-[[(o-bromophenyl)thio]methyl]pyridinium chloride), sodium 2-propoxide, sodium 2-propoxide. Run in CC(C)O (2-propanol). Yields the product BrC1=C(C=CC=C1)SCN1C(C=CC=C1)=N (1-[(o-bromophenylthio)methyl] -2-iminopyridine). Reaction SMILES: [Cl-].[NH2:2][C:3]1[CH:8]=[CH:7][CH:6]=[CH:5][N+:4]=1[CH2:9][S:10][C:11]1[CH:16]=[CH:15][CH:14]=[CH:13][C:12]=1[Br:17]>CC(O)C>[Br:17][C:12]1[CH:13]=[CH:14][CH:15]=[CH:16][C:11]=1[S:10][CH2:9][N:4]1[CH:5]=[CH:6][CH:7]=[CH:8][C:3]1=[NH:2] |f:0.1|. Procedure details: To a suspension of 2.05 g of sodium 2-propoxide in 200 ml of 2-propanol is added 8.3 g of 2-amino-1-[[(o-bromophenyl)thio]methyl]pyridinium chloride, and the mixture is stirred and heated under reflux for about 5 hours. During this time the flocculent sodium 2-propoxide is replaced by a granular precipitate. The mixture is filtered hot, the insoluble solid is washed repeatedly with warm 2-propanol, and the combined filtrate and washings are concentrated to a volume of about 25 ml in vacuo. The s... Procedure details: To a solution of 4-{2-[1-(4-tert-butyl-phenyl)-ethylideneaminooxy]-ethoxy}-2-hydroxy-benzoic acid methyl ester (0.546 g, 1.29 mmol) in ethanol (10 mL) was added 1 M sodium hydroxide solution (2 mL, 2 mmol) and the reaction was heated at reflux for 40 minutes. After cooling to room temperature, it was concentrated to a small volume, acidified to pH 1 with 2M hydrochloric acid solution and extracted with ethyl acetate. The combined organics were dried over anhydrous magnesium sulfate and concentra... Yields the product C(C)(C)(C)C1=CC=C(C=C1)\C(\C)=N\OCCOC1=CC(=C(C(=O)O)C=C1)O (4-{2-[({(E)-1-[4-(tert-Butyl)-phenyl]-ethylidene}amino)oxy]-ethoxy}-2-hydroxy-benzoic Acid). The yield is 46.8%. Reaction SMILES: C[O:2][C:3](=[O:28])[C:4]1[CH:9]=[CH:8][C:7]([O:10][CH2:11][CH2:12][O:13][N:14]=[C:15]([C:17]2[CH:22]=[CH:21][C:20]([C:23]([CH3:26])([CH3:25])[CH3:24])=[CH:19][CH:18]=2)[CH3:16])=[CH:6][C:5]=1[OH:27].[OH-].[Na+]>C(O)C>[C:23]([C:20]1[CH:21]=[CH:22][C:17](/[C:15](=[N:14]/[O:13][CH2:12][CH2:11][O:10][C:7]2[CH:8]=[CH:9][C:4]([C:3]([OH:28])=[O:2])=[C:5]([OH:27])[CH:6]=2)/[CH3:16])=[CH:18][CH:19]=1)([CH3:24])([CH3:25])[CH3:26] |f:1.2|. Solvent: C(C)O (ethanol). Reactants: COC(C1=C(C=C(C=C1)OCCON=C(C)C1=CC=C(C=C1)C(C)(C)C)O)=O (4-{2-[1-(4-tert-butyl-phenyl)-ethylideneaminooxy]-ethoxy}-2-hydroxy-benzoic acid methyl ester), [OH-].[Na+] (sodium hydroxide). Starting materials: COC(=O)C1(CCCCC1)C1=CC=CC=C1 (Methyl-1-phenyl-1-cyclohexanecarboxylate), [H-].[H-].[H-].[H-].[Li+].[Al+3] (LiAlH4), C1(=CC=CC=C1)C1(CCCC1)CO (1-phenylcyclopentanemethanol). Yields the product C1(=CC=CC=C1)C1(CCCCC1)CO (1-phenylcyclohexanemethanol). Reaction SMILES: C[O:2][C:3]([C:5]1([C:11]2[CH:16]=[CH:15][CH:14]=[CH:13][CH:12]=2)[CH2:10][CH2:9][CH2:8][CH2:7][CH2:6]1)=O.[H-].[H-].[H-].[H-].[Li+].[Al+3].C1(C2(CO)CCCC2)C=CC=CC=1>>[C:11]1([C:5]2([CH2:3][OH:2])[CH2:10][CH2:9][CH2:8][CH2:7][CH2:6]2)[CH:16]=[CH:15][CH:14]=[CH:13][CH:12]=1 |f:1.2.3.4.5.6|. Procedure details: This compound was prepared (1.02 g, 5.43 mmol, 62%) from the product of Step B (1.91 g, 8.76 mmol) using LiAlH4 (0.75 g, 37.95 mmol) according to the procedure for synthesizing 1-phenylcyclopentanemethanol set forth in Step B, Example 1, with the exception that this compound precipitated out of solution following the steps of: (a) destroying the excess hydride; (b) separating the aluminum salts by filtration; and (c) washing with water (3×4 mL in this Example). Filtration of the precipitate gave... Starting materials: C(C(=O)O)(=O)O (oxalic acid), C(C)(=O)C=1C=C(OCCCC=2N=CNC2)C=CC1 (4-[3-(3-ethanoylphenoxy)propyl]-1H-imidazole), Cl.NO (hydroxylamine hydrochloride), C(C)(=O)[O-].[Na+] (sodium acetate). The solvent is CC(C)O (2-propanol), C(C)O (ethanol), CC(C)O (2-propanol), C(C)OCC (diethyl ether), O (water). Conditions: time 1 hour. Yields the product C(C(=O)O)(=O)O.ON=C(C)C=1C=C(OCCCC=2N=CNC2)C=CC1 (4-[3-(3-(1-Hydroxyiminoethyl)phenoxy)propyl]-1H-imidazole oxalate). Reaction SMILES: Cl.[NH2:2][OH:3].C([O-])(=O)C.[Na+].[C:9]([C:12]1[CH:13]=[C:14]([CH:24]=[CH:25][CH:26]=1)[O:15][CH2:16][CH2:17][CH2:18][C:19]1[N:20]=[CH:21][NH:22][CH:23]=1)(=O)[CH3:10].[C:27]([OH:32])(=[O:31])[C:28]([OH:30])=[O:29]>O.C(O)C.CC(O)C.C(OCC)C>[C:27]([OH:32])(=[O:31])[C:28]([OH:30])=[O:29].[OH:3][N:2]=[C:9]([C:12]1[CH:13]=[C:14]([CH:24]=[CH:25][CH:26]=1)[O:15][CH2:16][CH2:17][CH2:18][C:19]1[N:20]=[CH:21][NH:22][CH:23]=1)[CH3:10] |f:0.1,2.3,10.11|. Procedure details: A solution of 0.125 g (1.81 mmol) of hydroxylamine hydrochloride and 0.5 g (0.006 mol) of sodium acetate in 10 ml of water is stirred for 10 minutes, and a solution of 0.125 g (0.512 mmol) of 4-[3-(3-ethanoylphenoxy)propyl]-1H-imidazole in 3 ml of ethanol is then added slowly. The mixture is stirred at room temperature for 1 hour and then heated at 80° C. for 2 hours. After cooling, the solvent is removed under reduced pressure and the white residue obtained is extracted with chloroform. The chl... The reactants are O1C(NC[C@@]12CN1CCC2CC1)=O ((S)-spiro[1-azabicyclo[2.2.2]octan-3,5′-oxazolidin]-2′-one), BrC=1SC(=NN1)C1=CC=NC=C1 (2-bromo-5-(4-pyridyl)-1,3,4-thiadiazole). The reagents and catalysts are [Cu]I (copper (I) iodide). The product is N1=CC=C(C=C1)C1=NN=C(S1)N1C(O[C@@]2(C1)CN1CCC2CC1)=O ((R)-3′-[5-(4-Pyridyl)-1,3,4-thiadiazol-2-yl]spiro[1-azabicyclo[2.2.2]octan-3,5′-oxazolidin]-2′-one). RXN SMILES: [O:1]1[C@@:5]2([CH:10]3[CH2:11][CH2:12][N:7]([CH2:8][CH2:9]3)[CH2:6]2)[CH2:4][NH:3][C:2]1=[O:13].Br[C:15]1[S:16][C:17]([C:20]2[CH:25]=[CH:24][N:23]=[CH:22][CH:21]=2)=[N:18][N:19]=1>[Cu]I>[N:23]1[CH:22]=[CH:21][C:20]([C:17]2[S:16][C:15]([N:3]3[CH2:4][C@:5]4([CH:10]5[CH2:11][CH2:12][N:7]([CH2:8][CH2:9]5)[CH2:6]4)[O:1][C:2]3=[O:13])=[N:19][N:18]=2)=[CH:25][CH:24]=1. Procedure: The compound was prepared by a method analogous to that described in Preparation 3 from (S)-spiro[1-azabicyclo[2.2.2]octan-3,5′-oxazolidin]-2′-one and 2-bromo-5-(4-pyridyl)-1,3,4-thiadiazole using 5 equivalents of copper (I) iodide. The title compound was obtained as a beige solid, m/z 344 (MH+). The reactants are S(=O)(=O)([O-])CCCOC1=CC=C(C=C1)C(=C(C#N)C1=CC=C(C=C1)OCCCS(=O)(=O)[O-])C#N.[Na+].[Na+] (Sodium 1,2-bis[4-(3-sulfonatopropoxyl)phenyl]-1,2-dicyanoethene), COC1=CC=C(C=C1)/C(/C#N)=C(\C#N)/C1=CC=C(C=C1)OC (2,3-bis(4-methoxyphenyl)fumaronitrile). Reaction conditions: time 8 hour. The product is OC1=CC=C(C=C1)/C(/C#N)=C(\C#N)/C1=CC=C(C=C1)O (2,3-bis(4-hydroxyphenyl)fumaronitrile). As a reaction SMILES: S(CCC[O:8][C:9]1[CH:14]=[CH:13][C:12]([C:15]([C:33]#[N:34])=[C:16]([C:19]2[CH:24]=[CH:23][C:22]([O:25]CCCS([O-])(=O)=O)=[CH:21][CH:20]=2)[C:17]#[N:18])=[CH:11][CH:10]=1)([O-])(=O)=O.[Na+].[Na+].COC1C=CC(/C(=C(/C2C=CC(OC)=CC=2)\C#N)/C#N)=CC=1>>[OH:8][C:9]1[CH:10]=[CH:11][C:12](/[C:15](=[C:16](/[C:19]2[CH:20]=[CH:21][C:22]([OH:25])=[CH:23][CH:24]=2)\[C:17]#[N:18])/[C:33]#[N:34])=[CH:13][CH:14]=1 |f:0.1.2|. Procedure details: To prepare sodium 1,2-bis[4-(3-sulfonatopropoxyl)phenyl]-1,2-dicyanoethene (3), (1) (0.2903 g, 1 mmol) was dissolved in 10 mL distilled DCM under N2 atmosphere in a 50 mL two-valves round bottom flask. Boron trifluoride methyl sulfide complex (5.26 mL, 50 mmol) was added into the solution slowly. The resulting mixture was stirred at ambient temperature overnight. The solution was concentrated under a stream of N2 and partitioned between 1 M HCl and ethyl acetate. The combined organic later were ... Reactants: C(C)OC(CS)=O (mercaptoacetic acid ethyl ester), C(C)(=O)C(=C(C)OS(=O)(=O)C(F)(F)F)CC(=C)C (trifluoromethanesulfonic acid 2-acetyl-1,4-dimethyl-penta-1,4-dienyl ester), [OH-].[Na+] (NaOH), [H-].[Na+] (Sodium hydride). The solvent is C1CCOC1 (THF), C1CCOC1 (THF), C1CCOC1 (THF), O (H2O), CCCCC (pentane), C(Cl)Cl (DCM). Conditions: temperature 0 celsius, time 0.5 hour. The product is C(C)OC(=O)C=1SC(=C(C1C)CC(=C)C)C (3,5-dimethyl-4-(2-methyl-allyl)-thiophene-2-carboxylic acid ethyl ester). Isolated yield 47.2%. As a reaction SMILES: [H-].[Na+].[CH2:3]([O:5][C:6](=[O:9])[CH2:7][SH:8])[CH3:4].[C:10]([C:13]([CH2:24][C:25]([CH3:27])=[CH2:26])=[C:14](OS(C(F)(F)F)(=O)=O)[CH3:15])(=O)[CH3:11].[OH-].[Na+]>CCCCC.C1COCC1.C(Cl)Cl.O>[CH2:3]([O:5][C:6]([C:7]1[S:8][C:10]([CH3:11])=[C:13]([CH2:24][C:25]([CH3:27])=[CH2:26])[C:14]=1[CH3:15])=[O:9])[CH3:4] |f:0.1,4.5|. Procedure details: Sodium hydride (60% in petrolether, 404 mg, 10 mmol) is washed with dry pentane (3×10 mL), then dry THF (30 mL) is added and the suspension is cooled at 0° C. A solution of mercaptoacetic acid ethyl ester (0.445 mL, 4 mmol) in THF (4 mL) is slowly added. After stirring for 0.5 h at 0° C. a solution of trifluoromethanesulfonic acid 2-acetyl-1,4-dimethyl-penta-1,4-dienyl ester (1.16 g, 4 mmol) in THF (4 mL) is slowly added. The mixture is stirred at 0° C. for 0.5 h, then slowly warmed to rt during... The reactants are O=C(Cl)c1sccc1Cl, Cl, NCC(=O)c1ccccc1, c1ccncc1. Product: O=C(CNC(=O)c1sccc1Cl)c1ccccc1. RXN SMILES: [Cl:1][c:2]1[c:3]([C:7](=[O:8])[Cl:9])[s:4][cH:5][cH:6]1.[ClH:10].[NH2:11][CH2:12][C:13](=[O:14])[c:15]1[cH:16][cH:17][cH:18][cH:19][cH:20]1.[cH:21]1[cH:22][cH:23][n:24][cH:25][cH:26]1>>[Cl:1][c:2]1[c:3]([C:7](=[O:8])[NH:11][CH2:12][C:13](=[O:14])[c:15]2[cH:16][cH:17][cH:18][cH:19][cH:20]2)[s:4][cH:5][cH:6]1.